Task: describe an organic reaction: reactants, conditions, products, and yield. Dataset: the Open Reaction Database (ORD), a public repository of structured organic reaction records Reactants: BrCCCCN1C(SC(C1=O)(C)C)C (3-(4-bromobutyl)-2,5,5-trimethyl-4-thiazolidinone), Cl.S1N=C(C2=C1C=CC=C2)N2CCNCC2.S2N=C(C1=C2C=CC=C1)N1CCNCC1 (1-(1,2-benzisothiazol-3-yl)piperazine 1-(1,2-benzisothiazol-3-yl)piperazine hydrochloride), CO3, [Na+].[I-] (NaI). Run in C(C)#N (acetonitrile). Conditions: temperature 65 celsius. Product: Cl.S1N=C(C2=C1C=CC=C2)N2CCN(CC2)CCCCN2C(SC(C2=O)(C)C)C (3-(4-(1-[1,2-Benzisothiazol-3-yl]-4-piperazinyl)butyl)-2,5,5-trimethyl-4-thiazolidinone hydrochloride). Yield: 61.3%. Reaction SMILES: Br[CH2:2][CH2:3][CH2:4][CH2:5][N:6]1[C:10](=[O:11])[C:9]([CH3:13])([CH3:12])[S:8][CH:7]1[CH3:14].[ClH:15].[S:16]1[C:20]2[CH:21]=[CH:22][CH:23]=[CH:24][C:19]=2[C:18]([N:25]2[CH2:30][CH2:29][NH:28][CH2:27][CH2:26]2)=[N:17]1.S1C2C=CC=CC=2C(N2CCNCC2)=N1.[Na+].[I-]>C(#N)C>[ClH:15].[S:16]1[C:20]2[CH:21]=[CH:22][CH:23]=[CH:24][C:19]=2[C:18]([N:25]2[CH2:26][CH2:27][N:28]([CH2:2][CH2:3][CH2:4][CH2:5][N:6]3[C:10](=[O:11])[C:9]([CH3:13])([CH3:12])[S:8][CH:7]3[CH3:14])[CH2:29][CH2:30]2)=[N:17]1 |f:1.2.3,4.5,7.8|. Reported procedure: A mixture of 3-(4-bromobutyl)-2,5,5-trimethyl-4-thiazolidinone (4.70 g), 1-(1,2-benzisothiazol-3-yl)piperazine 1-(1,2-benzisothiazol-3-yl)piperazine hydrochloride (4.72 g), K2 CO3 (8.13 g) and NaI (300 mg) in acetonitrile (200 ml) was heated at 65° C. for 16 hours and the product was processed in substantially the same manner as in Example 10 to afford 2.77 g of crystals, m.p. 209°-214° C. Starting materials: COc1ccc(S(=O)(=O)n2c(=O)n(C(C(=O)NCCN3CCN(C(=O)OC(C)(C)C)CC3)c3ccccc3)c3cc(Cl)ccc32)cc1, O=C(O)C(F)(F)F. The product is COc1ccc(S(=O)(=O)n2c(=O)n(C(C(=O)NCCN3CCNCC3)c3ccccc3)c3cc(Cl)ccc32)cc1. RXN SMILES: [Cl:1][c:2]1[cH:3][cH:4][c:5]2[c:6]([n:7]([CH:22]([C:23](=[O:24])[NH:25][CH2:26][CH2:27][N:28]3[CH2:29][CH2:30][N:31]([C:34]([O:35][C:36]([CH3:37])([CH3:38])[CH3:39])=[O:40])[CH2:32][CH2:33]3)[c:41]3[cH:42][cH:43][cH:44][cH:45][cH:46]3)[c:8](=[O:21])[n:9]2[S:10](=[O:11])(=[O:12])[c:13]2[cH:14][cH:15][c:16]([O:19][CH3:20])[cH:17][cH:18]2)[cH:47]1.[OH:48][C:49]([C:50]([F:51])([F:52])[F:53])=[O:54]>>[Cl:1][c:2]1[cH:3][cH:4][c:5]2[c:6]([n:7]([CH:22]([C:23](=[O:24])[NH:25][CH2:26][CH2:27][N:28]3[CH2:29][CH2:30][NH:31][CH2:32][CH2:33]3)[c:41]3[cH:42][cH:43][cH:44][cH:45][cH:46]3)[c:8](=[O:21])[n:9]2[S:10](=[O:11])(=[O:12])[c:13]2[cH:14][cH:15][c:16]([O:19][CH3:20])[cH:17][cH:18]2)[cH:47]1.